This data is from the Open Reaction Database (ORD), a public repository of structured organic reaction records. The task is: describe an organic reaction: reactants, conditions, products, and yield The reactants are [BH3-]C#N, O=CCCCCCCCCCCc1cc(OCc2ccccc2)c2ccccc2[n+]1[O-], CC(=O)[O-], CO, [NH4+], [Na+]. Product: NCCCCCCCCCCCc1cc(OCc2ccccc2)c2ccccc2[n+]1[O-]. Reaction SMILES: [C:37](#[N:38])[BH3-:39].[CH2:1]([c:2]1[cH:3][cH:4][cH:5][cH:6][cH:7]1)[O:8][c:9]1[cH:10][c:11]([CH2:20][CH2:21][CH2:22][CH2:23][CH2:24][CH2:25][CH2:26][CH2:27][CH2:28][CH2:29][CH:30]=[O:31])[n+:12]([O-:19])[c:13]2[cH:14][cH:15][cH:16][cH:17][c:18]12.[CH3:33][C:34](=[O:35])[O-:36].[CH3:41][OH:42].[NH4+:32].[Na+:40]>>[CH2:1]([c:2]1[cH:3][cH:4][cH:5][cH:6][cH:7]1)[O:8][c:9]1[cH:10][c:11]([CH2:20][CH2:21][CH2:22][CH2:23][CH2:24][CH2:25][CH2:26][CH2:27][CH2:28][CH2:29][CH2:30][NH2:38])[n+:12]([O-:19])[c:13]2[cH:14][cH:15][cH:16][cH:17][c:18]12. Procedure details: A solution of 1,4,5-triphenyl-3-(7-bromoheptyl)imidazol-2-one (2.0 g) in ethanol (10 ml) was refluxed with a solution of sodium sulphite (0.55 g) in water (5 ml) for 20 hours. More sodium sulphite (0.2 g) was added and refluxing continued for a further 20 hours. The mixture was evaporated to dryness, boiled in ethanol, filtered hot and evaporated to an oil. This was taken up in a small volume of ethanol, excess diethyl ether added and the precipitated solid filtered off and chromatographed on si... Starting materials: S(=O)([O-])[O-].[Na+].[Na+] (sodium sulphite), C1(=CC=CC=C1)N1C(N(C(=C1C1=CC=CC=C1)C1=CC=CC=C1)CCCCCCCBr)=O (1,4,5-triphenyl-3-(7-bromoheptyl)imidazol-2-one), S(=O)([O-])[O-].[Na+].[Na+] (sodium sulphite). Reaction SMILES: [C:1]1([N:7]2[C:11]([C:12]3[CH:17]=[CH:16][CH:15]=[CH:14][CH:13]=3)=[C:10]([C:18]3[CH:23]=[CH:22][CH:21]=[CH:20][CH:19]=3)[N:9]([CH2:24][CH2:25][CH2:26][CH2:27][CH2:28][CH2:29][CH2:30]Br)[C:8]2=[O:32])[CH:6]=[CH:5][CH:4]=[CH:3][CH:2]=1.[S:33]([O-:36])([O-:35])=[O:34].[Na+:37].[Na+]>C(O)C.O>[C:1]1([N:7]2[C:11]([C:12]3[CH:17]=[CH:16][CH:15]=[CH:14][CH:13]=3)=[C:10]([C:18]3[CH:23]=[CH:22][CH:21]=[CH:20][CH:19]=3)[N:9]([CH2:24][CH2:25][CH2:26][CH2:27][CH2:28][CH2:29][CH2:30][S:33]([O-:36])(=[O:35])=[O:34])[C:8]2=[O:32])[CH:6]=[CH:5][CH:4]=[CH:3][CH:2]=1.[Na+:37] |f:1.2.3,6.7|. Yield: 23.4%. Run in C(C)O (ethanol), O (water). The product is C1(=CC=CC=C1)N1C(N(C(=C1C1=CC=CC=C1)C1=CC=CC=C1)CCCCCCCS(=O)(=O)[O-])=O.[Na+] (sodium 7-(3,4,5-triphenyl-2-oxo-2,3-dihydroimidazol-1-yl)heptane-sulphonate). Reaction conditions: time 20 hour. Yields the product CC(O)(c1ccc(C(=O)N(CC(F)(F)F)C2CCCCC2)cc1)C(F)(F)F. The reactants are C1CCOC1, [Cl-], Cl, CC(O)(c1ccc(C(=O)O)cc1)C(F)(F)F, FC(F)(F)CNC1CCCCC1, O, O=S(Cl)Cl, c1ccncc1. RXN SMILES: [CH2:42]1[O:43][CH2:44][CH2:45][CH2:46]1.[Cl-:27].[ClH:40].[F:1][C:2]([C:3]([CH3:4])([OH:5])[c:6]1[cH:7][cH:8][c:9]([C:10](=[O:11])[OH:12])[cH:13][cH:14]1)([F:15])[F:16].[F:28][C:29]([CH2:30][NH:31][CH:32]1[CH2:33][CH2:34][CH2:35][CH2:36][CH2:37]1)([F:38])[F:39].[OH2:41].[S:23]([Cl:24])([Cl:25])=[O:26].[cH:17]1[cH:18][cH:19][n:20][cH:21][cH:22]1>>[F:1][C:2]([C:3]([CH3:4])([OH:5])[c:6]1[cH:7][cH:8][c:9]([C:10](=[O:12])[N:31]([CH2:30][C:29]([F:28])([F:38])[F:39])[CH:32]2[CH2:33][CH2:34][CH2:35][CH2:36][CH2:37]2)[cH:13][cH:14]1)([F:15])[F:16]. Reactants: CC(=O)O, O=N[O-], [Na+], N#CCc1cnccn1. Yields the product N#CC(=NO)c1cnccn1. Reaction SMILES: [CH3:14][C:15](=[O:16])[OH:17].[N:10](=[O:11])[O-:12].[Na+:13].[n:1]1[c:2]([CH2:7][C:8]#[N:9])[cH:3][n:4][cH:5][cH:6]1>>[n:1]1[c:2]([C:7]([C:8]#[N:9])=[N:10][OH:11])[cH:3][n:4][cH:5][cH:6]1. Reactants: N1(CC(CC1)(C(=O)OCC)C(=O)OCC)Cc1ccccc1. The reagents and catalysts are c1ccc(cc1)-c2c3ccccc3cc4ccccc24 (9-Phenylanthracene), CCN(C(C)C)C(C)C (DIPEA), 10%% Pd/C (dry). Solvent: CCO (EtOH), O (H2O). Run at temperature 60 celsius, time 18 hour. The product is CCOC(=O)C1(CCNC1)C(=O)OCC. RXN SMILES: [CH3:1][CH2:2][O:3][C:4]([C:6]1([C:11]([O:13][CH2:14][CH3:15])=[O:12])[CH2:10][N:9](Cc2ccccc2)[CH2:8][CH2:7]1)=[O:5]>>[CH3:1][CH2:2][O:3][C:4]([C:6]1([C:11]([O:13][CH2:14][CH3:15])=[O:12])[CH2:10][NH:9][CH2:8][CH2:7]1)=[O:5]. The reactants are [Al+3], Cc1ccc(-c2ccccc2)cc1, [Cl-], [Cl-], [Cl-], O=C(Cl)c1ccc(Cl)cc1Cl, O=[N+]([O-])c1ccccc1, O. Product: Cc1ccc(-c2ccc(C(=O)c3ccc(Cl)cc3Cl)cc2)cc1. Reaction SMILES: [Al+3:11].[CH3:14][c:15]1[cH:16][cH:17][c:18](-[c:21]2[cH:22][cH:23][cH:24][cH:25][cH:26]2)[cH:19][cH:20]1.[Cl-:10].[Cl-:12].[Cl-:13].[Cl:27][c:28]1[c:29]([C:30](=[O:31])[Cl:32])[cH:33][cH:34][c:35]([Cl:37])[cH:36]1.[O-:1][N+:2]([c:3]1[cH:4][cH:5][cH:6][cH:7][cH:8]1)=[O:9].[OH2:38]>>[CH3:14][c:15]1[cH:16][cH:17][c:18](-[c:21]2[cH:22][cH:23][c:24]([C:30]([c:29]3[c:28]([Cl:27])[cH:36][c:35]([Cl:37])[cH:34][cH:33]3)=[O:31])[cH:25][cH:26]2)[cH:19][cH:20]1. The reactants are CCN(Cc1ccccc1OCc1ccccc1)c1ccc(C(=O)OC(C)(C)C)c(F)c1, O=CO. The product is CCN(Cc1ccccc1OCc1ccccc1)c1ccc(C(=O)O)c(F)c1. RXN SMILES: [C:1]([CH3:2])([CH3:3])([CH3:4])[O:5][C:6]([c:7]1[c:8]([F:31])[cH:9][c:10]([N:13]([CH2:14][CH3:15])[CH2:16][c:17]2[c:18]([O:23][CH2:24][c:25]3[cH:26][cH:27][cH:28][cH:29][cH:30]3)[cH:19][cH:20][cH:21][cH:22]2)[cH:11][cH:12]1)=[O:32].[CH:33]([OH:34])=[O:35]>>[O:5]=[C:6]([c:7]1[c:8]([F:31])[cH:9][c:10]([N:13]([CH2:14][CH3:15])[CH2:16][c:17]2[c:18]([O:23][CH2:24][c:25]3[cH:26][cH:27][cH:28][cH:29][cH:30]3)[cH:19][cH:20][cH:21][cH:22]2)[cH:11][cH:12]1)[OH:32]. Starting materials: O=C([O-])[O-], CC(C)NCCN, [Cs+], [Cs+], O=c1ccc2c(-c3ccccc3Cl)cc(OS(=O)(=O)C(F)(F)F)cc2n1-c1ccccc1Cl, CC(=O)[O-], CC(=O)[O-], C1COCCO1, [Pd+2], c1ccc(P(c2ccccc2)c2ccc3ccccc3c2-c2c(P(c3ccccc3)c3ccccc3)ccc3ccccc23)cc1. Yields the product CC(C)NCCNc1cc(-c2ccccc2Cl)c2ccc(=O)n(-c3ccccc3Cl)c2c1. As a reaction SMILES: [C:87](=[O:88])([O-:89])[O-:90].[CH:34]([CH3:35])([CH3:36])[NH:37][CH2:38][CH2:39][NH2:40].[Cs+:91].[Cs+:92].[F:1][C:2]([F:3])([F:4])[S:5]([O:6][c:7]1[cH:8][c:9](-[c:25]2[c:26]([Cl:31])[cH:27][cH:28][cH:29][cH:30]2)[c:10]2[cH:11][cH:12][c:13](=[O:24])[n:14](-[c:17]3[c:18]([Cl:23])[cH:19][cH:20][cH:21][cH:22]3)[c:15]2[cH:16]1)(=[O:32])=[O:33].[O-:100][C:101]([CH3:102])=[O:103].[O-:104][C:105]([CH3:106])=[O:107].[O:93]1[CH2:94][CH2:95][O:96][CH2:97][CH2:98]1.[Pd+2:99].[cH:41]1[cH:42][cH:43][c:44]([P:45]([c:46]2[cH:47][cH:48][c:49]3[c:50]([cH:51][cH:52][cH:53][cH:54]3)[c:55]2-[c:56]2[c:57]3[c:58]([cH:59][cH:60][cH:61][cH:62]3)[cH:63][cH:64][c:65]2[P:66]([c:67]2[cH:68][cH:69][cH:70][cH:71][cH:72]2)[c:73]2[cH:74][cH:75][cH:76][cH:77][cH:78]2)[c:79]2[cH:80][cH:81][cH:82][cH:83][cH:84]2)[cH:85][cH:86]1>>[c:7]1([NH:40][CH2:39][CH2:38][NH:37][CH:34]([CH3:35])[CH3:36])[cH:8][c:9](-[c:25]2[c:26]([Cl:31])[cH:27][cH:28][cH:29][cH:30]2)[c:10]2[cH:11][cH:12][c:13](=[O:24])[n:14](-[c:17]3[c:18]([Cl:23])[cH:19][cH:20][cH:21][cH:22]3)[c:15]2[cH:16]1.